The task is: describe an organic reaction: reactants, conditions, products, and yield. This data is from the Open Reaction Database (ORD), a public repository of structured organic reaction records. The reactants are [BH4-], CC(=O)c1cc2ccc(OCc3ccccc3)cc2o1, CO, [Na+], O. Product: CC(O)c1cc2ccc(OCc3ccccc3)cc2o1. RXN SMILES: [BH4-:21].[CH2:1]([c:2]1[cH:3][cH:4][cH:5][cH:6][cH:7]1)[O:8][c:9]1[cH:10][c:11]2[c:12]([cH:13][c:14]([C:16]([CH3:17])=[O:18])[o:15]2)[cH:19][cH:20]1.[CH3:24][OH:25].[Na+:22].[OH2:23]>>[CH2:1]([c:2]1[cH:3][cH:4][cH:5][cH:6][cH:7]1)[O:8][c:9]1[cH:10][c:11]2[c:12]([cH:13][c:14]([CH:16]([CH3:17])[OH:18])[o:15]2)[cH:19][cH:20]1.